Dataset: the Open Reaction Database (ORD), a public repository of structured organic reaction records. Task: describe an organic reaction: reactants, conditions, products, and yield The reactants are BrCCF (1-Bromo-2-fluoro-ethane), BrCCF (1-Bromo-2-fluoro-ethane), ClC1=C(N2N=C3C(=C2N=C1C)CN(C3)C(=O)C3=C(C=C(C=C3)F)OC3CCNCC3)C ((6-chloro-5,7-dimethyl-1H,3H-2,4,7a,8-tetraaza-cyclopenta[a]inden-2-yl)-[4-fluoro-2-(piperidin-4-yloxy)-phenyl]-methanone), C(=O)(O)[O-].[Na+] (NaHCO3). Solvent: CN(C)C=O (DMF). Conditions: temperature 100 celsius. The product is ClC1=C(N2N=C3C(=C2N=C1C)CN(C3)C(=O)C3=C(C=C(C=C3)F)OC3CCN(CC3)CCF)C ((6-chloro-5,7-dimethyl-1H,3H-2,4,7a,8-tetraaza-cyclopenta[a]inden-2-yl)-{4-fluoro-2-[1-(2-fluoro-ethyl)-piperidin-4-yloxy]-phenyl}-methanone). Isolated yield 48.1%. As a reaction SMILES: Br[CH2:2][CH2:3][F:4].[Cl:5][C:6]1[C:14]([CH3:15])=[N:13][C:12]2[N:8]([N:9]=[C:10]3[CH2:18][N:17]([C:19]([C:21]4[CH:26]=[CH:25][C:24]([F:27])=[CH:23][C:22]=4[O:28][CH:29]4[CH2:34][CH2:33][NH:32][CH2:31][CH2:30]4)=[O:20])[CH2:16][C:11]3=2)[C:7]=1[CH3:35].C([O-])(O)=O.[Na+]>CN(C=O)C>[Cl:5][C:6]1[C:14]([CH3:15])=[N:13][C:12]2[N:8]([N:9]=[C:10]3[CH2:18][N:17]([C:19]([C:21]4[CH:26]=[CH:25][C:24]([F:27])=[CH:23][C:22]=4[O:28][CH:29]4[CH2:34][CH2:33][N:32]([CH2:2][CH2:3][F:4])[CH2:31][CH2:30]4)=[O:20])[CH2:16][C:11]3=2)[C:7]=1[CH3:35] |f:2.3|. Reported procedure: 1-Bromo-2-fluoro-ethane (19 mg; 0.15 mmol; 1.1 eq.) was added to a suspension of Example 64 (60 mg; 0.14 mmol; 1 eq.) and NaHCO3 (114 mg; 1.35 mmol; 10 eq.) in DMF (2 mL) and the reaction mixture was stirred at 100° C. (MW heating) for 30 minutes. 1-Bromo-2-fluoro-ethane (9 mg; 0.07 mmol; 0.5 eq.) was added and the reaction mixture was stirred at 100° C. (MW heating) for 30 minutes. The precipitate was filtered off and the mother liquor was concentrated in vacuo. The residue was diluted with DCM... Starting materials: [F-].[Na+] (sodium fluoride), O (water), O (water), N1=C(C=CC=C1)C1=CN=C2N1C=C(C=C2)C=2C(=NN(C2)C(C2=CC=CC=C2)(C2=CC=CC=C2)C2=CC=CC=C2)C2=CC=C(C(=O)OCC)C=C2 (ethyl 4-[4-(3-pyridin-2-ylimidazo[1,2-a]-pyridin-6-yl)-1-trityl-1H-pyrazol-3-yl]benzoate), suspension, [H-].[Al+3].[Li+].[H-].[H-].[H-] (lithium aluminum hydride). Solvent: O1CCCC1 (tetrahydrofuran). Run at temperature 50 celsius, time 2 hour. The product is N1=C(C=CC=C1)C1=CN=C2N1C=C(C=C2)C=2C(=NN(C2)C(C2=CC=CC=C2)(C2=CC=CC=C2)C2=CC=CC=C2)C2=CC=C(C=C2)CO ([4-[4-(3-Pyridin-2-ylimidazo[1,2-a]pyridin-6-yl)-1-trityl-1H-pyrazol-3-yl]phenyl}methanol). Yield: 49.9%. RXN SMILES: [N:1]1[CH:6]=[CH:5][CH:4]=[CH:3][C:2]=1[C:7]1[N:11]2[CH:12]=[C:13]([C:16]3[C:17]([C:40]4[CH:50]=[CH:49][C:43]([C:44](OCC)=[O:45])=[CH:42][CH:41]=4)=[N:18][N:19]([C:21]([C:34]4[CH:39]=[CH:38][CH:37]=[CH:36][CH:35]=4)([C:28]4[CH:33]=[CH:32][CH:31]=[CH:30][CH:29]=4)[C:22]4[CH:27]=[CH:26][CH:25]=[CH:24][CH:23]=4)[CH:20]=3)[CH:14]=[CH:15][C:10]2=[N:9][CH:8]=1.[H-].[Al+3].[Li+].[H-].[H-].[H-].O.[F-].[Na+]>O1CCCC1>[N:1]1[CH:6]=[CH:5][CH:4]=[CH:3][C:2]=1[C:7]1[N:11]2[CH:12]=[C:13]([C:16]3[C:17]([C:40]4[CH:50]=[CH:49][C:43]([CH2:44][OH:45])=[CH:42][CH:41]=4)=[N:18][N:19]([C:21]([C:34]4[CH:35]=[CH:36][CH:37]=[CH:38][CH:39]=4)([C:28]4[CH:33]=[CH:32][CH:31]=[CH:30][CH:29]=4)[C:22]4[CH:27]=[CH:26][CH:25]=[CH:24][CH:23]=4)[CH:20]=3)[CH:14]=[CH:15][C:10]2=[N:9][CH:8]=1 |f:1.2.3.4.5.6,8.9|. Procedure details: 2 g 6-bromo-3-(2-pyridyl)imidazo[1,2-a]pyridine (compound in Production Example 63) and 5 g mixture of methyl 4-[4-(4,4,5,5-tetramethyl-1,3,2-dioxaborolan-2-yl)-1-trityl-1H-3-pyrazolyl]benzoate and ethyl 4-[4-(4,4,5,5-tetramethyl-1,3,2-dioxaborolan-2-yl)-1-trityl-1H-3-pyrazolyl]benzoate were reacted in the same manner as in Example 10, whereby 4.54 g mixture of methyl 4-[4-(3-pyridin-2-ylimidazo[1,2-a]pyridin-6-yl)-1-trityl-1H-pyrazol-3-yl]-benzoate and ethyl 4-[4-(3-pyridin-2-ylimidazo[1,2-a]-p... Reactants: BrC=1C=C(OC2CN(C2)C(=O)Cl)C=CC1 (3-(3-bromophenoxy)-1-azetidinecarbonyl chloride), [OH-].[NH4+] (ammonium hydroxide). Solvent: O (water), O1CCCC1 (tetrahydrofuran). Conditions: time 48 hour. Product: BrC=1C=C(OC2CN(C2)C(=O)N)C=CC1 (3-(3-Bromophenoxy)-1-azetidinecarboxamide). Isolated yield 68.2%. RXN SMILES: [Br:1][C:2]1[CH:3]=[C:4]([CH:13]=[CH:14][CH:15]=1)[O:5][CH:6]1[CH2:9][N:8]([C:10](Cl)=[O:11])[CH2:7]1.[OH-].[NH4+:17]>O1CCCC1.O>[Br:1][C:2]1[CH:3]=[C:4]([CH:13]=[CH:14][CH:15]=1)[O:5][CH:6]1[CH2:9][N:8]([C:10]([NH2:17])=[O:11])[CH2:7]1 |f:1.2|. Reported procedure: A solution of 5.8 g (0.02 mole) of 3-(3-bromophenoxy)-1-azetidinecarbonyl chloride in 20 ml of tetrahydrofuran was stirred at ambient temperature while 4 ml (0.06 mole) of 57% ammonium hydroxide was slowly added. After stirring for 48 hr, the reaction mixture was diluted with 100 ml of water and the resulting solid collected by filtration (5 g). Recrystallization from isopropanol yielded 3.7 g (59%) of fine beige crystals, m.p. 188°-189° C. The reactants are ClCCl, CCCN1Cc2cc(Oc3cccc(C(=O)O)c3)ccc2N=C1N, O=S(Cl)Cl. Yields the product CCCN1Cc2cc(Oc3cccc(C(=O)Cl)c3)ccc2N=C1N. As a reaction SMILES: [Cl:29][CH2:30][Cl:31].[NH2:1][C:2]1=[N:3][c:4]2[cH:5][cH:6][c:7]([O:15][c:16]3[cH:17][c:18]([C:19](=[O:20])[OH:21])[cH:22][cH:23][cH:24]3)[cH:8][c:9]2[CH2:10][N:11]1[CH2:12][CH2:13][CH3:14].[S:25]([Cl:26])([Cl:27])=[O:28]>>[NH2:1][C:2]1=[N:3][c:4]2[cH:5][cH:6][c:7]([O:15][c:16]3[cH:17][c:18]([C:19](=[O:20])[Cl:27])[cH:22][cH:23][cH:24]3)[cH:8][c:9]2[CH2:10][N:11]1[CH2:12][CH2:13][CH3:14]. Starting materials: CC(O)CC(C)(C)OOC(C)(C)C, CCCCC, CC(C)OC(=O)Cl, Cl, c1ccc2ncccc2c1, c1ccc2ncccc2c1. Yields the product CC(C)OC(=O)OC(C)CC(C)(C)OOC(C)(C)C. RXN SMILES: [CH3:1][CH:2]([CH2:3][C:4]([CH3:5])([O:6][O:7][C:8]([CH3:9])([CH3:10])[CH3:11])[CH3:12])[OH:13].[CH3:42][CH2:43][CH2:44][CH2:45][CH3:46].[Cl:24][C:25](=[O:26])[O:27][CH:28]([CH3:29])[CH3:30].[ClH:31].[cH:14]1[cH:15][c:16]2[c:17]([n:18][cH:19][cH:20][cH:21]2)[cH:22][cH:23]1.[n:32]1[c:33]2[c:34]([cH:35][cH:36][cH:37][cH:38]2)[cH:39][cH:40][cH:41]1>>[CH3:1][CH:2]([CH2:3][C:4]([CH3:5])([O:6][O:7][C:8]([CH3:9])([CH3:10])[CH3:11])[CH3:12])[O:13][C:25](=[O:26])[O:27][CH:28]([CH3:29])[CH3:30]. Starting materials: ClC1=NC=C(C=C1)I (2-chloro-5-iodo pyridine), N1CCOCC1 (morpholine). The product is IC=1C=CC(=NC1)N1CCOCC1 (4-(5-Iodopyridin-2-yl)morpholine). Reaction SMILES: Cl[C:2]1[CH:7]=[CH:6][C:5]([I:8])=[CH:4][N:3]=1.[NH:9]1[CH2:14][CH2:13][O:12][CH2:11][CH2:10]1>>[I:8][C:5]1[CH:6]=[CH:7][C:2]([N:9]2[CH2:14][CH2:13][O:12][CH2:11][CH2:10]2)=[N:3][CH:4]=1. Procedure details: A solution of 2-chloro-5-iodo pyridine (0.200 g, 0.836 mmol) in morpholine (3.0 mL) was refluxed for 12-15 h. The reaction mass was quenched in ice and the solid obtained was filtered off to afford 0.170 g of the desired product. 1H NMR (300 MHz, DMSO d6): δ 3.40 (t, J=4.8 Hz, 4H), 3.67 (t, J=4.5 Hz, 4H), 6.74 (d, J=8.7 Hz, 1H), 7.77-7.81 (m, 1H), 8.28 (s, 1H).